The task is: describe an organic reaction: reactants, conditions, products, and yield. This data is from the Open Reaction Database (ORD), a public repository of structured organic reaction records. Reactants: NC1=NC(=CC=C1C(=O)C1=C(C=CC=C1)F)NC1CCNCC1 ([2-Amino-6-(piperidin-4-ylamino)-pyridin-3-yl]-(2-fluoro-phenyl)-methanone), C(C)(=O)Cl (acetyl chloride). The product is NC1=C(C=CC(=N1)NC1CCN(CC1)C(C)=O)C(C1=C(C=CC=C1)F)=O (1-{4-[6-Amino-5-(2-fluoro-benzoyl)-pyridin-2-ylamino]-piperidin-1-yl}-ethanone). RXN SMILES: [NH2:1][C:2]1[C:7]([C:8]([C:10]2[CH:15]=[CH:14][CH:13]=[CH:12][C:11]=2[F:16])=[O:9])=[CH:6][CH:5]=[C:4]([NH:17][CH:18]2[CH2:23][CH2:22][NH:21][CH2:20][CH2:19]2)[N:3]=1.[C:24](Cl)(=[O:26])[CH3:25]>>[NH2:1][C:2]1[N:3]=[C:4]([NH:17][CH:18]2[CH2:19][CH2:20][N:21]([C:24](=[O:26])[CH3:25])[CH2:22][CH2:23]2)[CH:5]=[CH:6][C:7]=1[C:8](=[O:9])[C:10]1[CH:15]=[CH:14][CH:13]=[CH:12][C:11]=1[F:16]. Reported procedure: The title compound was prepared from [2-Amino-6-(piperidin-4-ylamino)-pyridin-3-yl]-(2-fluoro-phenyl)-methanone (Example 9) and acetyl chloride (Aldrich 98.5%) using the procedure described in Example 12. HRMS, observed: 356.1655, Calcd for M+: 356.1649. Starting materials: CCOC(=O)C(=Cc1ccc(OCc2ccccc2)cc1)OCC, CO, [Rh]. Product: CCOC(=O)C(Cc1ccc(OCc2ccccc2)cc1)OCC. As a reaction SMILES: [CH2:1]([CH3:2])[O:3][C:4]([C:5](=[CH:6][c:7]1[cH:8][cH:9][c:10]([O:13][CH2:14][c:15]2[cH:16][cH:17][cH:18][cH:19][cH:20]2)[cH:11][cH:12]1)[O:21][CH2:22][CH3:23])=[O:24].[CH3:25][OH:26].[Rh:27]>>[CH2:1]([CH3:2])[O:3][C:4]([CH:5]([CH2:6][c:7]1[cH:8][cH:9][c:10]([O:13][CH2:14][c:15]2[cH:16][cH:17][cH:18][cH:19][cH:20]2)[cH:11][cH:12]1)[O:21][CH2:22][CH3:23])=[O:24].